Dataset: the Open Reaction Database (ORD), a public repository of structured organic reaction records. Task: describe an organic reaction: reactants, conditions, products, and yield Reactants: FC1=CC=C(CBr)C=C1 (4-fluorobenzyl bromide), C(C1=CC=CC=C1)Br (benzyl bromide), CC1=C(SC(=C1)N1C=NNC1=O)C(=O)OCC (ethyl 3-methyl-5-(5-oxo-1H-1,2,4-triazol-4(5H)-yl)thiophene-2-carboxylate). Yields the product C(C1=CC=CC=C1)N1N=CN(C1=O)C1=CC(=C(S1)C(=O)OCC)C (ethyl 5-(1-benzyl-5-oxo-1H-1,2,4-triazol-4(5H)-yl)-3-methylthiophene-2-carboxylate). Yield: 82.0%. As a reaction SMILES: F[C:2]1[CH:9]=[CH:8][C:5]([CH2:6]Br)=[CH:4][CH:3]=1.C(Br)C1C=CC=CC=1.[CH3:18][C:19]1[CH:23]=[C:22]([N:24]2[C:28](=[O:29])[NH:27][N:26]=[CH:25]2)[S:21][C:20]=1[C:30]([O:32][CH2:33][CH3:34])=[O:31]>>[CH2:6]([N:27]1[C:28](=[O:29])[N:24]([C:22]2[S:21][C:20]([C:30]([O:32][CH2:33][CH3:34])=[O:31])=[C:19]([CH3:18])[CH:23]=2)[CH:25]=[N:26]1)[C:5]1[CH:8]=[CH:9][CH:2]=[CH:3][CH:4]=1. Procedure details: Following the procedure as described in Example 29, making variations as required to replace 4-fluorobenzyl bromide with benzyl bromide to react with ethyl 3-methyl-5-(5-oxo-1H-1,2,4-triazol-4(5H)-yl)thiophene-2-carboxylate, the title compound was obtained as a yellowish solid in 82% yield: 1H NMR (300 MHz, CDCl3) δ 7.72 (s, 1H), 7.43-7.31 (m, 5H), 6.94 (s, 1H), 5.01 (s, 2H), 4.32 (q, J=7.1 Hz, 2H), 2.54 (s, 3H), 1.36 (t, J=7.1 Hz, 3H); MS (ES+) m/z 344.2 (M+1). Reactants: FC1=C(C=CC=C1F)CSC1=NC(=CC(=N1)NS(=O)(=O)N1CCC1)SC1COC(OC1)C1=CC=CC=C1 (N-[2-[[(2,3-difluorophenyl)methyl]thio]-6-[(2-phenyl-1,3-dioxan-5-yl)thio]pyrimidin-4-yl]azetidine-1-sulfonamide), product, C1(=CC=C(C=C1)S(=O)(=O)[O-])C.[NH+]1=CC=CC=C1 (pyridinium para-toluenesulfonate). The reagents and catalysts are O (H2O). Solvent: CO (methanol). The product is FC1=C(C=CC=C1F)CSC1=NC(=CC(=N1)NS(=O)(=O)N1CCC1)SC(CO)CO (N-[2-[[(2,3-difluorophenyl)methyl]thio]-6-[[2-hydroxy-1-(hydroxymethyl)ethyl]thio]-pyrimidin-4-yl]azetidine-1-sulfonamide). Reaction SMILES: [F:1][C:2]1[C:7]([F:8])=[CH:6][CH:5]=[CH:4][C:3]=1[CH2:9][S:10][C:11]1[N:16]=[C:15]([NH:17][S:18]([N:21]2[CH2:24][CH2:23][CH2:22]2)(=[O:20])=[O:19])[CH:14]=[C:13]([S:25][CH:26]2[CH2:31][O:30]C(C3C=CC=CC=3)[O:28][CH2:27]2)[N:12]=1.C1(C)C=CC(S([O-])(=O)=O)=CC=1.[NH+]1C=CC=CC=1>CO.O>[F:1][C:2]1[C:7]([F:8])=[CH:6][CH:5]=[CH:4][C:3]=1[CH2:9][S:10][C:11]1[N:16]=[C:15]([NH:17][S:18]([N:21]2[CH2:22][CH2:23][CH2:24]2)(=[O:20])=[O:19])[CH:14]=[C:13]([S:25][CH:26]([CH2:27][OH:28])[CH2:31][OH:30])[N:12]=1 |f:1.2|. Reported procedure: A solution of N-[2-[[(2,3-difluorophenyl)methyl]thio]-6-[(2-phenyl-1,3-dioxan-5-yl)thio]pyrimidin-4-yl]azetidine-1-sulfonamide (the product of step (0.11 g) and pyridinium para-toluenesulfonate (99 mg) in methanol (5 mL) and H2O (2 drops) was heated at 60° C. for 1 h. The solution was cooled and the solvent evaporated under reduced pressure. The residue was dissolved in EtOAc, washed with H2O, dried (MgSO4) and filtered. The solvent was evaporated under reduced pressure and the residue was purif... Reactants: C(C)OC([C@H](CC1=CC=C(C=C1)C(CBr)=O)OC)=O ((2S)-3-[4-(2-Bromo-acetyl)-phenyl]-2-methoxy-propionic acid ethyl ester), CO (Methanol), C1(=CC=CC=C1)C1=CC=C(C=C1)O (4-phenylphenol), C(=O)([O-])[O-].[K+].[K+] (K2CO3), CO (methanol). The solvent is [OH-].[Na+] (NaOH), C(C)#N (acetonitrile), [Cl-].[Na+].O (brine). Conditions: temperature 80 celsius, time 30 minute. Yields the product C1(=CC=C(C=C1)OCC(=O)C1=CC=C(C=C1)C[C@@H](C(=O)O)OC)C1=CC=CC=C1 ((2S)-3-{4-[2-(Biphenyl-4-yloxy)-acetyl]-phenyl}-2-methoxy-propionic acid), oil. Isolated yield 32.0%. As a reaction SMILES: C([O:3][C:4](=[O:19])[C@@H:5]([O:17][CH3:18])[CH2:6][C:7]1[CH:12]=[CH:11][C:10]([C:13](=[O:16])[CH2:14]Br)=[CH:9][CH:8]=1)C.[C:20]1([C:26]2[CH:31]=[CH:30][C:29]([OH:32])=[CH:28][CH:27]=2)[CH:25]=[CH:24][CH:23]=[CH:22][CH:21]=1.C([O-])([O-])=O.[K+].[K+].CO>C(#N)C.[OH-].[Na+].[Cl-].[Na+].O>[C:26]1([C:20]2[CH:25]=[CH:24][CH:23]=[CH:22][CH:21]=2)[CH:27]=[CH:28][C:29]([O:32][CH2:14][C:13]([C:10]2[CH:9]=[CH:8][C:7]([CH2:6][C@H:5]([O:17][CH3:18])[C:4]([OH:3])=[O:19])=[CH:12][CH:11]=2)=[O:16])=[CH:30][CH:31]=1 |f:2.3.4,7.8,9.10.11|. Procedure details: The title compound was prepared from a solution of (2S)-3-[4-(2-Bromo-acetyl)-phenyl]-2-methoxy-propionic acid ethyl ester (25 mg, 0.076 mmol) in acetonitrile (5 ml). 4-phenylphenol (29 mg, 0.152 mmol) and K2CO3 (31,5 mg, 0.23 mmol) were added. The solution was stirred for 30 min at 80° C. and then cooled to room temperature. The mixture was concentrated to dryness under vacuum and chromatographed in silica gel (hexanes/Ethyl ether 8:2 to 7:3). Fractions corresponding to the coupled compound wer... Reactants: C(C(=O)Cl)(=O)Cl (oxalyl chloride), CS(=O)C (DMSO), OC[C@H]1CN(C[C@@H]1C1=CC=CC=C1)[C@@H](C(=O)OCC1=CC=CC=C1)CC1CCC1 (2-(R)-(3-(R)-(hydroxymethyl)-4-(S)-phenylpyrrolidin-1-yl)-3-(cyclobutyl)propionic acid, benzyl ester), CCN(C(C)C)C(C)C (DIEA). The solvent is C(Cl)Cl (CH2Cl2), C(Cl)Cl (CH2Cl2). Conditions: temperature 0 celsius, time 5 minute. The product is hexanes ether, C(=O)[C@H]1CN(C[C@@H]1C1=CC=CC=C1)[C@@H](C(=O)OCC1=CC=CC=C1)CC1CCC1 (2-(R)-(3-(R)-Formyl-4-(S)-phenylpyrrolidin-1-yl)-3-(cyclobutyl)propionic acid, benzyl ester). Isolated yield 99.6%. RXN SMILES: C(Cl)(=O)C(Cl)=O.CS(C)=O.[OH:11][CH2:12][C@@H:13]1[C@@H:17]([C:18]2[CH:23]=[CH:22][CH:21]=[CH:20][CH:19]=2)[CH2:16][N:15]([C@H:24]([CH2:35][CH:36]2[CH2:39][CH2:38][CH2:37]2)[C:25]([O:27][CH2:28][C:29]2[CH:34]=[CH:33][CH:32]=[CH:31][CH:30]=2)=[O:26])[CH2:14]1.CCN(C(C)C)C(C)C>C(Cl)Cl>[CH:12]([C@@H:13]1[C@@H:17]([C:18]2[CH:23]=[CH:22][CH:21]=[CH:20][CH:19]=2)[CH2:16][N:15]([C@H:24]([CH2:35][CH:36]2[CH2:39][CH2:38][CH2:37]2)[C:25]([O:27][CH2:28][C:29]2[CH:34]=[CH:33][CH:32]=[CH:31][CH:30]=2)=[O:26])[CH2:14]1)=[O:11]. Reported procedure: A solution of 1.29 mL (14.8 mmol) of oxalyl chloride in 15 mL of CH2Cl2 at −78° C. was treated with 2.10 mL (29.7 mmol) of DMSO maintaining the temperature at less than −60° C. The resulting mixture was stirred cold for 5 min. A solution of 2.33 g (5.9 mmol) of 2-(R)-(3-(R)-(hydroxymethyl)-4-(S)-phenylpyrrolidin-1-yl)-3-(cyclobutyl)propionic acid, benzyl ester (from Step B) in 10 mL of CH2Cl2 was added maintaining the temperature at less than −60° C. The resulting mixture was stirred cold for 30...